Dataset: the Open Reaction Database (ORD), a public repository of structured organic reaction records. Task: describe an organic reaction: reactants, conditions, products, and yield Starting materials: NC[C@H]1N(CCC[C@H]1C)C(=O)C1=C(C=CC(=C1)C)N1N=C(N=C1)C(F)(F)F (((2S,3R)-2-(aminomethyl)-3-methylpiperidin-1-yl)(5-methyl-2-(3-(trifluoromethyl)-1H-1,2,4-triazol-1-yl)phenyl)methanone), BrC1=NC(=CC=C1)C (2-bromo-6-methylpyridine). The product is NC[C@H]1N(CCC[C@H]1C)C(=O)C1=C(C=CC(=C1)C)C1=NC(=CC=C1)C (((2S,3R)-2-(Aminomethyl)-3-methylpiperidin-1-yl)(5-methyl-2-(6-methylpyridin-2-yl)phenyl)methanone). Reaction SMILES: [NH2:1][CH2:2][C@@H:3]1[C@H:8]([CH3:9])[CH2:7][CH2:6][CH2:5][N:4]1[C:10]([C:12]1[CH:17]=[C:16]([CH3:18])[CH:15]=[CH:14][C:13]=1N1C=NC(C(F)(F)F)=N1)=[O:11].Br[C:29]1[CH:34]=[CH:33][CH:32]=[C:31]([CH3:35])[N:30]=1>>[NH2:1][CH2:2][C@@H:3]1[C@H:8]([CH3:9])[CH2:7][CH2:6][CH2:5][N:4]1[C:10]([C:12]1[CH:17]=[C:16]([CH3:18])[CH:15]=[CH:14][C:13]=1[C:29]1[CH:34]=[CH:33][CH:32]=[C:31]([CH3:35])[N:30]=1)=[O:11]. Reported procedure: The title compound was synthesized following the same general protocol as described for ((2S,3R)-2-(aminomethyl)-3-methylpiperidin-1-yl)(5-methyl-2-(3-(trifluoromethyl)-1H-1,2,4-triazol-1-yl)phenyl)methanone in Example A52, using 2-bromo-6-methylpyridine. ESI-MS (m/z): 338 [M+1]+. Starting materials: C[C@H]1[C@H]2[C@@H]3CCC([C@@]3(C)CC[C@@H]2[C@]2(CCC(C=C2C1)=O)C)=O (7α-methylandrost-4-ene-3,17-dione), CuCl2, O (H2O). The solvent is C(C)(=O)O (acetic acid). Reaction conditions: temperature 60 celsius. Product: C[C@@H]1CC2=C(C=CC(=C2)O)[C@@H]3[C@@H]1[C@@H]4CCC(=O)[C@]4(CC3)C (7α-Methylestrone). The yield is 82.0%. Reaction SMILES: [CH3:1][C@@H:2]1[CH2:19][C:18]2[C@:13](C)([CH2:14][CH2:15][C:16](=[O:20])[CH:17]=2)[C@@H:12]2[C@@H:3]1[C@H:4]1[C@@:8]([CH2:10][CH2:11]2)([CH3:9])[C:7](=[O:22])[CH2:6][CH2:5]1.O>C(O)(=O)C>[CH3:1][C@H:2]1[C@H:3]2[C@H:4]3[C@:8]([CH3:9])([CH2:10][CH2:11][C@@H:12]2[C:13]2[CH:14]=[CH:15][C:16]([OH:20])=[CH:17][C:18]=2[CH2:19]1)[C:7](=[O:22])[CH2:6][CH2:5]3. Reported procedure: To a solution of 114 g of 7α-methylandrost-4-ene-3,17-dione 45a in 1,500 mL of glacial acetic acid was added 106 g of CuCl2. The mixture with stirring was heated to 60° C. for 72 h. The reaction mixture was poured into H2O (500 mL reaction mixture to 3,500 mL H2O) and the precipitate collected by filtration and air dried for 18 h. The solid was dissolved in methylene chloride (2 L) and washed with sat. NaHCO3 (2 L), H2O (2 L), and sat. NaCl (2 L). The methylene chloride solution was dried over M... Starting materials: Cc1cnc(C23Cn4cc(Br)cc4C(=O)N2CCN3)cn1, COCCOC, CCO, [Na+], [Na+], O=C([O-])[O-], O, Cl[Pd]Cl, c1ccc(P(c2ccccc2)c2ccccc2)cc1, c1ccc(P(c2ccccc2)c2ccccc2)cc1, OB(O)c1cccnc1. Product: Cc1cnc(C23Cn4cc(-c5cccnc5)cc4C(=O)N2CCN3)cn1. RXN SMILES: [Br:1][c:2]1[cH:3][c:4]2[n:5]([cH:21]1)[CH2:6][C:7]1([c:14]3[n:15][cH:16][c:17]([CH3:20])[n:18][cH:19]3)[N:8]([C:9]2=[O:10])[CH2:11][CH2:12][NH:13]1.[CH3:37][O:38][CH2:39][CH2:40][O:41][CH3:42].[CH3:44][CH2:45][OH:46].[Na+:31].[Na+:32].[O-:33][C:34](=[O:35])[O-:36].[OH2:43].[Pd:47]([Cl:48])[Cl:49].[c:50]1([P:51]([c:52]2[cH:53][cH:54][cH:55][cH:56][cH:57]2)[c:58]2[cH:59][cH:60][cH:61][cH:62][cH:63]2)[cH:64][cH:65][cH:66][cH:67][cH:68]1.[c:69]1([P:70]([c:71]2[cH:72][cH:73][cH:74][cH:75][cH:76]2)[c:77]2[cH:78][cH:79][cH:80][cH:81][cH:82]2)[cH:83][cH:84][cH:85][cH:86][cH:87]1.[n:22]1[cH:23][c:24]([B:28]([OH:29])[OH:30])[cH:25][cH:26][cH:27]1>>[c:2]1(-[c:24]2[cH:23][n:22][cH:27][cH:26][cH:25]2)[cH:3][c:4]2[n:5]([cH:21]1)[CH2:6][C:7]1([c:14]3[n:15][cH:16][c:17]([CH3:20])[n:18][cH:19]3)[N:8]([C:9]2=[O:10])[CH2:11][CH2:12][NH:13]1. Reactants: Cl (hydrogen chloride), CCCCCC.C(CCC)[Li] (butyllithium hexane), CSSC (dimethyldisulfide), CCCCCC.C(CCC)[Li] (butyllithium hexane), CC=1C=C2C=CC(=CC2=CC1)C=O (6-methyl-2-naphthaldehyde), N,N,N′-trimethyldiamine. Run in C1CCOC1 (THF), C1CCOC1 (THF). Conditions: temperature -30 celsius, time 15 minute. The product is CC=1C=C2C=C(C(=CC2=CC1)C=O)SC (6-methyl-3-methylthio-2-naphthaldehyde). The yield is 30.5%. Reaction SMILES: CCCCCC.C([Li])CCC.[CH3:12][C:13]1[CH:14]=[C:15]2[C:20](=[CH:21][CH:22]=1)[CH:19]=[C:18]([CH:23]=[O:24])[CH:17]=[CH:16]2.[CH3:25][S:26]SC.Cl>C1COCC1>[CH3:12][C:13]1[CH:14]=[C:15]2[C:20](=[CH:21][CH:22]=1)[CH:19]=[C:18]([CH:23]=[O:24])[C:17]([S:26][CH3:25])=[CH:16]2 |f:0.1|. Procedure details: A 200 ml three-neck flask equipped with a dropping funnel was heated and dried, and air in the flask was replaced with nitrogen. N,N,N′-trimethyldiamine (1.22 ml, 9.6 mmol) and anhydrous THF (40 ml) were added into the flask and cooled down to −30° C. A butyllithium hexane solution (1.57 M, 6.14 ml, 9.6 mmol) was added thereto and stirred for 15 minutes. The temperature in the flask was brought back to −20° C., and an anhydrous THF (40 ml) solution of 6-methyl-2-naphthaldehyde (1.0 g, 5.9 mmol) ... Reactants: C(C)SC1=NC=NC2=C1N=C(N=C2N2CCS(CC2)=O)Cl (8-ethylthio-2-chloro-4-(1-oxido-thiomorpholino)-pyrimido-[5,4-d]-pyrimidine), N1CCNCC1 (piperazine). Solvent: CS(=O)C (dimethylsulfoxide), O (water), CS(=O)C (dimethylsulfoxide). Reaction conditions: temperature 40 celsius, time 1 hour. Yields the product C(C)SC1=NC=NC2=C1N=C(N=C2N2CCS(CC2)=O)N2CCNCC2 (8-Ethylthio-4-(1-oxido-thiomorpholino)-2-piperazino-pyrimido-[5,4-d]-pyrimidine). Reaction SMILES: [CH2:1]([S:3][C:4]1[C:9]2[N:10]=[C:11](Cl)[N:12]=[C:13]([N:14]3[CH2:19][CH2:18][S:17](=[O:20])[CH2:16][CH2:15]3)[C:8]=2[N:7]=[CH:6][N:5]=1)[CH3:2].[NH:22]1[CH2:27][CH2:26][NH:25][CH2:24][CH2:23]1>CS(C)=O.O>[CH2:1]([S:3][C:4]1[C:9]2[N:10]=[C:11]([N:22]3[CH2:27][CH2:26][NH:25][CH2:24][CH2:23]3)[N:12]=[C:13]([N:14]3[CH2:19][CH2:18][S:17](=[O:20])[CH2:16][CH2:15]3)[C:8]=2[N:7]=[CH:6][N:5]=1)[CH3:2]. Reported procedure: A solution of 3, 4 gm (0.01 mol) of 8-ethylthio-2-chloro-4-(1-oxido-thiomorpholino)-pyrimido-[5,4-d]-pyrimidine (m.p. 197°-199° C.) in 100 ml of dimethylsulfoxide was slowly poured, while stirring, into a solution of 4.3 gm (0.05 mol) of piperazine in 75 ml of dimethylsulfoxide at 40° C., and the mixture was stirred for 1 hour at 40° C. The reaction mixture was then taken up in about 1 liter of water, whereby the reaction product slowly precipitated in crystalline form. After standing for a shor... Starting materials: COCC1OC2=C(C1)C(=C(C=C2N)C)C2=CC=NC=C2 (2-(methoxymethyl)-5-methyl-4-(pyridin-4-yl)-2,3-dihydrobenzofuran-7-amine), TEA. Reagents/catalysts: O=[Pt]=O (PtO2). The solvent is CC(=O)O (HOAc). Reaction conditions: time 24 hour. Product: C[C@@H]1OC2=C(C1)C=C(C=C2N)C ((S)-2,5-dimethyl-2,3-dihydrobenzofuran-7-amine). RXN SMILES: CO[CH2:3][CH:4]1[CH2:8][C:7]2[C:9](C3C=CN=CC=3)=[C:10]([CH3:14])[CH:11]=[C:12]([NH2:13])[C:6]=2[O:5]1>CC(O)=O.O=[Pt]=O>[CH3:3][C@H:4]1[CH2:8][C:7]2[CH:9]=[C:10]([CH3:14])[CH:11]=[C:12]([NH2:13])[C:6]=2[O:5]1. Reported procedure: A mixture of 2-(methoxymethyl)-5-methyl-4-(pyridin-4-yl)-2,3-dihydrobenzofuran-7-amine (8d) (0.57 g, 2.1 mmol), PtO2 (300 mg, 50%) and TEA (0.323 mL, 4.20 mmol) in HOAc (15 mL) was introduced H2 and stirred at ambient temperature for 24 h (88 psi). The mixture was filtered, concentrated, diluted with EtOAc (50 mL), a solution of ammonium hydroxide was added until pH=10. It was extracted with EtOAc (150 mL), washed with water, brine, dried and concentrated to give the title compound (5e) as a yel... The reactants are CCn1ncnc1CO, CN(C)C=O, Cc1ccc(S(=O)(=O)Oc2nn3c(-c4ccccc4F)nncc3c2-c2ccccc2F)cc1, [H-], [Na+], O. Product: CCn1ncnc1COc1nn2c(-c3ccccc3F)nncc2c1-c1ccccc1F. Reaction SMILES: [CH2:1]([CH3:2])[n:3]1[n:4][cH:5][n:6][c:7]1[CH2:8][OH:9].[CH3:47][N:48]([CH3:49])[CH:50]=[O:51].[F:12][c:13]1[c:14](-[c:19]2[c:20]([O:35][S:36]([c:37]3[cH:38][cH:39][c:40]([CH3:41])[cH:42][cH:43]3)(=[O:44])=[O:45])[n:21][n:22]3[c:23](-[c:28]4[c:29]([F:34])[cH:30][cH:31][cH:32][cH:33]4)[n:24][n:25][cH:26][c:27]23)[cH:15][cH:16][cH:17][cH:18]1.[H-:10].[Na+:11].[OH2:46]>>[CH2:1]([CH3:2])[n:3]1[n:4][cH:5][n:6][c:7]1[CH2:8][O:9][c:20]1[c:19](-[c:14]2[c:13]([F:12])[cH:18][cH:17][cH:16][cH:15]2)[c:27]2[n:22]([n:21]1)[c:23](-[c:28]1[c:29]([F:34])[cH:30][cH:31][cH:32][cH:33]1)[n:24][n:25][cH:26]2. RXN SMILES: [C:27]([CH3:28])(=[O:29])[NH:30][c:31]1[cH:32][cH:33][c:34]([C:35](=[O:36])[OH:37])[cH:38][cH:39]1.[Cl:2][c:3]1[cH:4][cH:5][c:6]([C:7](=[O:8])[N:9]([CH3:10])[CH:11]2[CH:12]([c:17]3[cH:18][c:19]([Cl:24])[c:20]([Cl:23])[cH:21][cH:22]3)[CH2:13][NH:14][CH2:15][CH2:16]2)[cH:25][cH:26]1.[ClH:1]>>[Cl:2][c:3]1[cH:4][cH:5][c:6]([C:7](=[O:8])[N:9]([CH3:10])[CH:11]2[CH:12]([c:17]3[cH:18][c:19]([Cl:24])[c:20]([Cl:23])[cH:21][cH:22]3)[CH2:13][N:14]([C:35]([c:34]3[cH:33][cH:32][c:31]([NH:30][C:27]([CH3:28])=[O:29])[cH:39][cH:38]3)=[O:36])[CH2:15][CH2:16]2)[cH:25][cH:26]1. The product is CC(=O)Nc1ccc(C(=O)N2CCC(N(C)C(=O)c3ccc(Cl)cc3)C(c3ccc(Cl)c(Cl)c3)C2)cc1. The reactants are CC(=O)Nc1ccc(C(=O)O)cc1, CN(C(=O)c1ccc(Cl)cc1)C1CCNCC1c1ccc(Cl)c(Cl)c1, Cl.